From a dataset of the Open Reaction Database (ORD), a public repository of structured organic reaction records. describe an organic reaction: reactants, conditions, products, and yield Starting materials: CN(C)c1ccncc1, Cc1ccc(O)c(Cl)c1, COc1cc2nccc(Cl)c2cc1OC, Clc1ccccc1Cl, O. The product is COc1cc2nccc(Oc3ccc(C)cc3Cl)c2cc1OC. RXN SMILES: [CH3:26][N:27]([CH3:28])[c:29]1[cH:30][cH:31][n:32][cH:33][cH:34]1.[Cl:16][c:17]1[c:18]([OH:24])[cH:19][cH:20][c:21]([CH3:23])[cH:22]1.[Cl:1][c:2]1[cH:3][cH:4][n:5][c:6]2[cH:7][c:8]([O:14][CH3:15])[c:9]([O:12][CH3:13])[cH:10][c:11]12.[Cl:35][c:36]1[cH:37][cH:38][cH:39][cH:40][c:41]1[Cl:42].[OH2:25]>>[c:2]1([O:24][c:18]2[c:17]([Cl:16])[cH:22][c:21]([CH3:23])[cH:20][cH:19]2)[cH:3][cH:4][n:5][c:6]2[cH:7][c:8]([O:14][CH3:15])[c:9]([O:12][CH3:13])[cH:10][c:11]12. The reactants are C(CC#N)#N (malononitrile), O.NN (hydrazine hydrate), C1(=C(C=CC=C1)NN=C(C#N)C#N)C (2-(o-tolylhydrazono)-malononitrile), NC1=CC=C(C=C1)C (4-toluidine). Yields the product C1(=C(C=CC=C1)NN=C1C(=NN=C1N)N)C (4-(o-tolylhydrazono)-4H-pyrazole-3,5-diamine), compound. Isolated yield 40.0%. Reaction SMILES: C1(C)C=CC=CC=1[NH:7][N:8]=[C:9]([C:12]#[N:13])[C:10]#[N:11].N[C:16]1[CH:21]=[CH:20][C:19]([CH3:22])=[CH:18][CH:17]=1.C(#N)CC#N.O.[NH2:29][NH2:30]>>[C:19]1([CH3:22])[CH:20]=[CH:21][CH:16]=[CH:17][C:18]=1[NH:7][N:8]=[C:9]1[C:10]([NH2:11])=[N:30][N:29]=[C:12]1[NH2:13] |f:3.4|. Reported procedure: 4-(o-tolylhydrazono)-4H-pyrazole-3,5-diamine was prepared using 92 mg (0.5 mmol) of 2-(o-tolylhydrazono)-malononitrile, which was derived from 4-toluidine (107 μL, 1.0 mmol) and malononitrile (1.5 mmol), and hydrazine hydrate. Very little solid had formed after heating the reaction at 75° C. for 1 hr, however, analysis of the reaction solution by TLC indicated that no starting material remained. The solution was allowed to cool to ambient temperature and the solvent was evaporated. The residue w... Starting materials: ice water, C(=O)[O-].[Na+] (Sodium formate), C(C)OC(=O)C=1C=C(C2=C(S(CC3=C(O2)C(=CC(=C3)N)Cl)(=O)=O)C1)C (2-amino-4-chloro-6-methyl-10,10-dioxo-10,11-dihydro-5-oxa-10lambda*6*-thia-dibenzo[a,d]cycloheptene-8-carboxylic acid ethyl ester), COC(=O)C=1C=C(C2=C(S(CC3=C(O2)C(=CC(=C3)N)Cl)(=O)=O)C1)C (2-Amino-4-chloro-6-methyl-10,10-dioxo-10,11-dihydro-5-oxa-10lambda*6*-thia-dibenzo[a,d]cycloheptene-8-carboxylic acid methyl ester). Solvent: C(=O)O (formic acid). The product is C(C)OC(=O)C=1C=C(C2=C(S(CC3=C(O2)C(=CC(=C3)NC=O)Cl)(=O)=O)C1)C (4-Chloro-2-formylamino-6-methyl-10,10-dioxo-10,11-dihydro-5-oxa-10lambda*6*-thia-dibenzo[a,d]cycloheptene-8-carboxylic acid ethyl ester). Reaction SMILES: [CH:1]([O-])=[O:2].[Na+].[CH2:5]([O:7][C:8]([C:10]1[CH:11]=[C:12]([CH3:29])[C:13]2[O:19][C:18]3[C:20]([Cl:25])=[CH:21][C:22]([NH2:24])=[CH:23][C:17]=3[CH2:16][S:15](=[O:27])(=[O:26])[C:14]=2[CH:28]=1)=[O:9])[CH3:6].COC(C1C=C(C)C2OC3C(Cl)=CC(N)=CC=3CS(=O)(=O)C=2C=1)=O>C(O)=O>[CH2:5]([O:7][C:8]([C:10]1[CH:11]=[C:12]([CH3:29])[C:13]2[O:19][C:18]3[C:20]([Cl:25])=[CH:21][C:22]([NH:24][CH:1]=[O:2])=[CH:23][C:17]=3[CH2:16][S:15](=[O:27])(=[O:26])[C:14]=2[CH:28]=1)=[O:9])[CH3:6] |f:0.1|. Procedure: Sodium formate (0.075 g, 1.1 mmol) was added to a suspension of 2-amino-4-chloro-6-methyl-10,10-dioxo-10,11-dihydro-5-oxa-10lambda*6*-thia-dibenzo[a,d]cycloheptene-8-carboxylic acid ethyl ester (0.420 g, 1.1 mmol) [prepared by hydrolysis of compound of Example 1 and followed by esterification with ethanol/H2SO4] in formic acid (25 mL) and refluxed for 1.5 h. The reaction mixture was cooled and poured into ice water (100 mL). The solid precipitated was filtered, washed with water and dried. The c... Yields the product C(C)(=O)C=1SC(=CC1)CN (2-acetyl-5-(aminomethyl)thiophene). Procedure: Starting with the readily available compound, denoted 2, 5-iodo-2-acetylthiophene ##STR2## and using a procedure described by S. Nishimura and E. Imoto, Nippon Kagaku Zasshi 82, 1411 (1961), incorporated by reference herein, one generates 5-cyano-2-acetylthiophene denoted 3 below, ##STR3## The "blocked" form is then generated according to standard methods. See for example W. S. Johnson et al., J. Amer. Chem. Soc. 78, 6300, (1956), incorporated by reference herein. This results in a compound, den... The reactants are IC1=CC=C(S1)C(C)=O (5-iodo-2-acetylthiophene), C(#N)C1=CC=C(S1)C(C)=O (5-cyano-2-acetylthiophene), Compound 4. As a reaction SMILES: IC1SC(C(=O)C)=CC=1.[C:10]([C:12]1[S:16][C:15]([C:17](=[O:19])[CH3:18])=[CH:14][CH:13]=1)#[N:11]>>[C:17]([C:15]1[S:16][C:12]([CH2:10][NH2:11])=[CH:13][CH:14]=1)(=[O:19])[CH3:18]. Yields the product O=C(c1ccc(O)cc1)c1ccc(OCCOCCO)cc1. Starting materials: O=C([O-])[O-], CCOC(C)=O, OCCOCCCl, [Cs+], [Cs+], [I-], [Na+], CN(C)C=O, O=C(c1ccc(O)cc1)c1ccc(O)cc1. RXN SMILES: [C:17](=[O:18])([O-:19])[O-:20].[CH3:37][CH2:38][O:39][C:40]([CH3:41])=[O:42].[Cl:25][CH2:26][CH2:27][O:28][CH2:29][CH2:30][OH:31].[Cs+:21].[Cs+:22].[I-:23].[Na+:24].[O:32]=[CH:33][N:34]([CH3:35])[CH3:36].[OH:1][c:2]1[cH:3][cH:4][c:5]([C:6](=[O:7])[c:8]2[cH:9][cH:10][c:11]([OH:14])[cH:12][cH:13]2)[cH:15][cH:16]1>>[O:1]([c:2]1[cH:3][cH:4][c:5]([C:6](=[O:7])[c:8]2[cH:9][cH:10][c:11]([OH:14])[cH:12][cH:13]2)[cH:15][cH:16]1)[CH2:26][CH2:27][O:28][CH2:29][CH2:30][OH:31]. The reactants are CC(C)(C)OC (MTBE), CC=1OC=NN1 (2-methyl-1,3,4-oxadiazole), [NH4+].[Cl-] (NH4Cl), BrC=1C=C(C=O)C=C(C1)C(F)(F)F (3-Bromo-5-trifluoromethyl-benzaldehyde). Solvent: C1CCOC1 (THF). Conditions: time 30 minute. Product: BrC=1C=C(C=C(C1)C(F)(F)F)C(O)C=1OC(=NN1)C ((3-Bromo-5-trifluoromethyl-phenyl)-(5-methyl-[1,3,4]oxadiazol-2-yl)-methanol). As a reaction SMILES: [CH3:1][C:2]1[O:3][CH:4]=[N:5][N:6]=1.[Br:7][C:8]1[CH:9]=[C:10]([CH:13]=[C:14]([C:16]([F:19])([F:18])[F:17])[CH:15]=1)[CH:11]=[O:12].[NH4+].[Cl-].CC(OC)(C)C>C1COCC1>[Br:7][C:8]1[CH:9]=[C:10]([CH:11]([C:4]2[O:3][C:2]([CH3:1])=[N:6][N:5]=2)[OH:12])[CH:13]=[C:14]([C:16]([F:18])([F:19])[F:17])[CH:15]=1 |f:2.3|. Procedure: 2.79 g (33.2 mmol) of 2-methyl-1,3,4-oxadiazole are dissolved in 45 ml THF at −5° C., 33.2 mmol (25.54 ml) of isopropyl magnesium chloride-lithium chloride complex are added during 20 minutes while the temperature is kept <0° C. The mixture is kept at 0° C. for 30 minutes, then 0.8 Eq (6.7 g) of 3-Bromo-5-trifluoromethyl-benzaldehyde are added and the resulting mixture is allowed to reach RT and stirred for additional 60 minutes. The reaction is then stopped by the addition of 10 ml saturated NH... Starting materials: CC(C)=O, Cl, N#CN, [Na+], [OH-], O=C(Cl)Cc1ccccc1. The product is N#CNC(=O)Cc1ccccc1. Reaction SMILES: [CH3:17][C:18](=[O:19])[CH3:20].[ClH:14].[NH2:1][C:2]#[N:3].[Na+:16].[OH-:15].[c:4]1([CH2:10][C:11](=[O:12])[Cl:13])[cH:5][cH:6][cH:7][cH:8][cH:9]1>>[NH:1]([C:2]#[N:3])[C:11]([CH2:10][c:4]1[cH:5][cH:6][cH:7][cH:8][cH:9]1)=[O:12].